From a dataset of the Open Reaction Database (ORD), a public repository of structured organic reaction records. describe an organic reaction: reactants, conditions, products, and yield Product: ClC1=C(C=CC(=C1)Cl)CI (2,4-dichloro-1-(iodomethyl)benzene). Procedure: 2,4-Dichloro-1-(chloromethyl)benzene (0.8 mmoles) in acetone (2 mL) was treated with NaI (0.48 g) and stirred at room temperature overnight. The solvent was removed under reduced pressure and the residue extracted with DMF to provide the title compound. RXN SMILES: [Cl:1][C:2]1[CH:7]=[C:6]([Cl:8])[CH:5]=[CH:4][C:3]=1[CH2:9]Cl.[Na+].[I-:12]>CC(C)=O>[Cl:1][C:2]1[CH:7]=[C:6]([Cl:8])[CH:5]=[CH:4][C:3]=1[CH2:9][I:12] |f:1.2|. Reactants: ClC1=C(C=CC(=C1)Cl)CCl (2,4-Dichloro-1-(chloromethyl)benzene), [Na+].[I-] (NaI). Reaction conditions: time 8 hour. Run in CC(=O)C (acetone). Starting materials: NCC12CC3CC(CC(C3)C1)C2, Cl, CSc1ncc(C(=O)Nc2ccc(F)cc2)cn1, C1COCCO1, O, O. Yields the product O=C(Nc1ccc(F)cc1)c1cnc(NCC23CC4CC(CC(C4)C2)C3)nc1. RXN SMILES: [C:26]12([CH2:36][NH2:37])[CH2:27][CH:28]3[CH2:29][CH:30]([CH2:31][CH:32]([CH2:33]1)[CH2:34]3)[CH2:35]2.[ClH:39].[F:1][c:2]1[cH:3][cH:4][c:5]([NH:8][C:9](=[O:10])[c:11]2[cH:12][n:13][c:14]([S:17][CH3:18])[n:15][cH:16]2)[cH:6][cH:7]1.[O:20]1[CH2:21][CH2:22][O:23][CH2:24][CH2:25]1.[OH2:19].[OH2:38]>>[F:1][c:2]1[cH:3][cH:4][c:5]([NH:8][C:9](=[O:10])[c:11]2[cH:12][n:13][c:14]([NH:37][CH2:36][C:26]34[CH2:27][CH:28]5[CH2:29][CH:30]([CH2:31][CH:32]([CH2:33]3)[CH2:34]5)[CH2:35]4)[n:15][cH:16]2)[cH:6][cH:7]1. Run at time 2 hour. The solvent is O (water), O (water). Product: C(C)O[C@H]1C(O[C@H]([C@H]1O)[C@@H](C=C)O)=O ((3R,4R,5S)-3-ethoxy-4-hydroxy-5-[(1R)-1-hydroxyprop-2-en-1-yl]dihydrofuran-2(3H)-one). Reactants: C(=O)(C(F)(F)F)O (TFA), C(C)O[C@H]1C(O[C@@H]2[C@H]1OC(O[C@@H]2C=C)(C)C)=O ((4R,4aS,7R,7aR)-7-ethoxy-2,2-dimethyl-4-vinyltetrahydro-6H-furo[3,2-d][1,3]dioxin-6-one). As a reaction SMILES: C(O)(C(F)(F)F)=O.[CH2:8]([O:10][C@@H:11]1[C@@H:15]2[O:16]C(C)(C)[O:18][C@H:19]([CH:20]=[CH2:21])[C@@H:14]2[O:13][C:12]1=[O:24])[CH3:9]>O>[CH2:8]([O:10][C@@H:11]1[C@H:15]([OH:16])[C@H:14]([C@H:19]([OH:18])[CH:20]=[CH2:21])[O:13][C:12]1=[O:24])[CH3:9]. The yield is 82.4%. Procedure: 2.8 ml of TFA are added to a 25 mL round-bottomed flask containing 13 mL of water and 800 mg of 50 (3.30 mmol). The medium is stirred for 2 h at RT and then the medium is diluted with 200 mL of water, frozen and freeze-dried. 550 mg of expected product 51 (flaky white solid) are obtained. The yield is 86.0%. Reported procedure: To a solution of of 2-chloro-4-(3-cyanophenyl)-5-carboethoxythiazole (0.44 g, 1.45 mmol) in 25 mL of methanol and 25 mL of water was added potassium hydroxide (0.09 g, 1.6 mmol). The resulting solution was stirred at reflux for 2 h and then was cooled to room temperature. The methanol was removed in vacuo and the aqueous layer was diluted with water and washed with hexanes. The hexane layer was discarded. The aqueous layer was acidified and extracted with ethyl acetate. The ethyl acetate layer w... Yields the product ClC=1SC(=C(N1)C1=CC(=CC=C1)C#N)C(=O)O (2-chloro-4-(3-cyanophenyl)-5-carboxythiazole). Solvent: CO (methanol), O (water). Reaction SMILES: [Cl:1][C:2]1[S:3][C:4]([C:15]([O:17]CC)=[O:16])=[C:5]([C:7]2[CH:12]=[CH:11][CH:10]=[C:9]([C:13]#[N:14])[CH:8]=2)[N:6]=1.[OH-].[K+]>CO.O>[Cl:1][C:2]1[S:3][C:4]([C:15]([OH:17])=[O:16])=[C:5]([C:7]2[CH:12]=[CH:11][CH:10]=[C:9]([C:13]#[N:14])[CH:8]=2)[N:6]=1 |f:1.2|. The reactants are ClC=1SC(=C(N1)C1=CC(=CC=C1)C#N)C(=O)OCC (2-chloro-4-(3-cyanophenyl)-5-carboethoxythiazole), [OH-].[K+] (potassium hydroxide). Reactants: COC(=O)C1C(C2(C3(CC3)NC1=O)CN(C2)C(=O)OC(C)(C)C)=O (8,10-Dioxo-6,11-diaza-dispiro[2.0.3.4]undecane-6,9-dicarboxylic acid 6-tert-butyl ester 9-methyl ester). Procedure details: 8,10-Dioxo-6,11-diaza-dispiro[2.0.3.4]undecane-6,9-dicarboxylic acid 6-tert-butyl ester 9-methyl ester (160 mg; 0.47 mmol) in acetonitrile/water (3 ml/0.3 ml) is refluxed for 1 hour and evaporated to dryness to deliver the title compound as off-white crystals (125 mg; 94%). Yields the product C(C)(C)(C)OC(=O)N1CC2(C3(CC3)NC(CC2=O)=O)C1 (8,10-Dioxo-6,11-diaza-dispiro[2.0.3.4]undecane-6-carboxylic acid tert-butyl ester). As a reaction SMILES: COC([CH:5]1[C:12](=[O:13])[NH:11][C:8]2([CH2:10][CH2:9]2)[C:7]2([CH2:16][N:15]([C:17]([O:19][C:20]([CH3:23])([CH3:22])[CH3:21])=[O:18])[CH2:14]2)[C:6]1=[O:24])=O>C(#N)C.O>[C:20]([O:19][C:17]([N:15]1[CH2:16][C:7]2([C:6](=[O:24])[CH2:5][C:12](=[O:13])[NH:11][C:8]32[CH2:10][CH2:9]3)[CH2:14]1)=[O:18])([CH3:23])([CH3:21])[CH3:22] |f:1.2|. Solvent: C(C)#N.O (acetonitrile water). The reactants are O (water), P(Br)(Br)Br (Phosphorus tribromide), FC1=C2C(OCOC(=C1F)C=C2)O (2,3difluoromethylenedioxybenzyl alcohol), CO (methanol). Solvent: C(C)OCC (diethyl ether). Conditions: time 0.5 hour. Product: FC1=C2C(OCOC(=C1F)C=C2)Br (2,3-difluoromethylenedioxybenzyl bromide). Isolated yield 94.6%. RXN SMILES: P(Br)(Br)[Br:2].[F:5][C:6]1[C:13]([F:14])=[C:12]2[CH:15]=[CH:16][C:7]=1[CH:8](O)[O:9][CH2:10][O:11]2.CO.O>C(OCC)C>[F:5][C:6]1[C:13]([F:14])=[C:12]2[CH:15]=[CH:16][C:7]=1[CH:8]([Br:2])[O:9][CH2:10][O:11]2. Procedure details: Phosphorus tribromide (47 g) was added to a solution of 2,3difluoromethylenedioxybenzyl alcohol (32 g) in diethyl ether at 0° C. After 0.5 hours the reaction mixture was allowed to warm to ambient temperature and was stirred at ambient temperature for 3 hours. The reaction mixture was then cooled to 0° C., methanol was added followed by water, the mixture was extracted with diethyl ether, separated and the organic layer washed with saturated sodium bicarbonate (until neutral), dried and the solv... Starting materials: ClC=1N=C(C2=C(N1)C=C(S2)CN2CCN(CC2)C(=O)OC(C)(C)C)N2CCOCC2 (tert-butyl 4-((2-chloro-4-morpholinothieno[3,2-d]pyrimidin-6-yl)methyl)piperazine-1-carboxylate), O1CCN(CC1)C=1C2=C(N=C(N1)C=1C=NC(=NC1)N)C=C(S2)CN2CCNCC2 (5-(4-morpholino-6-((piperazin-1-yl)methyl)thieno[3,2-d]pyrimidin-2-yl)pyrimidin-2-amine), CS(=O)(=O)CC(=O)O (methanesulfonylacetic acid), 101. Yields the product NC1=NC=C(C=N1)C=1N=C(C2=C(N1)C=C(S2)CN2CCN(CC2)C(CS(=O)(=O)C)=O)N2CCOCC2 (1-(4-((2-(2-aminopyrimidin-5-yl)-4-morpholinothieno[3,2-d]pyrimidin-6-yl)methyl)piperazin-1-yl)-2-(methylsulfonyl)ethanone). As a reaction SMILES: ClC1N=C(N2CCOCC2)C2SC(CN3CCN(C(OC(C)(C)C)=O)CC3)=CC=2N=1.[O:31]1[CH2:36][CH2:35][N:34]([C:37]2[C:38]3[S:52][C:51]([CH2:53][N:54]4[CH2:59][CH2:58][NH:57][CH2:56][CH2:55]4)=[CH:50][C:39]=3[N:40]=[C:41]([C:43]3[CH:44]=[N:45][C:46]([NH2:49])=[N:47][CH:48]=3)[N:42]=2)[CH2:33][CH2:32]1.[CH3:60][S:61]([CH2:64][C:65](O)=[O:66])(=[O:63])=[O:62]>>[NH2:49][C:46]1[N:47]=[CH:48][C:43]([C:41]2[N:42]=[C:37]([N:34]3[CH2:33][CH2:32][O:31][CH2:36][CH2:35]3)[C:38]3[S:52][C:51]([CH2:53][N:54]4[CH2:55][CH2:56][N:57]([C:65](=[O:66])[CH2:64][S:61]([CH3:60])(=[O:63])=[O:62])[CH2:58][CH2:59]4)=[CH:50][C:39]=3[N:40]=2)=[CH:44][N:45]=1. Reported procedure: The HCl salt of 5-(4-morpholino-6-((piperazin-1-yl)methyl)thieno[3,2-d]pyrimidin-2-yl)pyrimidin-2-amine (100 mg) was then reacted with methanesulfonylacetic acid via General Procedure B to generate 56 mg of 101. MS (Q1) 533.2 (M)+. Reactants: C(=O)([O-])[O-].[K+].[K+] (K2CO3), NC(C(=O)OC)CC1=CC=C(C=C1)[N+](=O)[O-] (methyl 2-amino-3-(4-nitrophenyl)propanoate), ClC1=C(CBr)C(=CC=C1)Cl (2,6-dichlorobenzyl bromide). The solvent is CC#N (CH3CN). Conditions: time 6 hour. The product is ClC1=C(CNC(C(=O)OC)CC2=CC=C(C=C2)[N+](=O)[O-])C(=CC=C1)Cl (methyl 2-[(2,6-dichlorobenzyl)amino]-3-(4-nitrophenyl)propanoate). Reaction SMILES: [NH2:1][CH:2]([CH2:7][C:8]1[CH:13]=[CH:12][C:11]([N+:14]([O-:16])=[O:15])=[CH:10][CH:9]=1)[C:3]([O:5][CH3:6])=[O:4].C([O-])([O-])=O.[K+].[K+].[Cl:23][C:24]1[CH:31]=[CH:30][CH:29]=[C:28]([Cl:32])[C:25]=1[CH2:26]Br>CC#N>[Cl:23][C:24]1[CH:31]=[CH:30][CH:29]=[C:28]([Cl:32])[C:25]=1[CH2:26][NH:1][CH:2]([CH2:7][C:8]1[CH:13]=[CH:12][C:11]([N+:14]([O-:16])=[O:15])=[CH:10][CH:9]=1)[C:3]([O:5][CH3:6])=[O:4] |f:1.2.3|. Procedure details: To a solution of methyl 2-amino-3-(4-nitrophenyl)propanoate 2 (6 g) in CH3CN (30 ml) is added, pulverized K2CO3 (11.095 g), 2,6-dichlorobenzyl bromide (6.42 g). The mixture is stirred at RT for 6 h then filtrated on decalite and evaporated. The residue is placed in CH2Cl2 (100 ml) and washed three time with water (100 ml) dried over MgSO4 and evaporated. The residue is purified by silica gel chromatography using AcOEt/hexane 10/90 as eluent. The reactants are CCOC(=O)CC(=O)O, [Li]CCCC, COC(=O)c1ccc(C(=O)Cl)cc1OC, CCCCCC, Cl, C1CCOC1. Yields the product CCOC(=O)CC(=O)c1ccc(C(=O)OC)c(OC)c1. Reaction SMILES: [C:1]([CH2:2][C:3](=[O:4])[OH:5])(=[O:6])[O:7][CH2:8][CH3:9].[CH2:10]([Li:11])[CH2:12][CH2:13][CH3:14].[CH3:15][O:16][c:17]1[cH:18][c:19]([C:20]([Cl:21])=[O:22])[cH:23][cH:24][c:25]1[C:26](=[O:27])[O:28][CH3:29].[CH3:35][CH2:36][CH2:37][CH2:38][CH2:39][CH3:40].[ClH:41].[O:30]1[CH2:31][CH2:32][CH2:33][CH2:34]1>>[C:1]([CH2:2][C:3](=[O:5])[c:19]1[cH:18][c:17]([O:16][CH3:15])[c:25]([C:26](=[O:27])[O:28][CH3:29])[cH:24][cH:23]1)(=[O:6])[O:7][CH2:8][CH3:9].